From a dataset of the Open Reaction Database (ORD), a public repository of structured organic reaction records. describe an organic reaction: reactants, conditions, products, and yield Reactants: COc1ccc(C(=O)O)cc1, CCN=C=NCCCN(C)C, CN(C)C=O, CCN(C(C)C)C(C)C, Cl, FC(F)(F)Oc1ccc(C2NCCc3sccc32)cc1, O, On1nnc2ccccc21. Product: COc1ccc(C(=O)N2CCc3sccc3C2c2ccc(OC(F)(F)F)cc2)cc1. Reaction SMILES: [CH3:1][O:2][c:3]1[cH:4][cH:5][c:6]([C:9]([OH:10])=[O:11])[cH:7][cH:8]1.[CH3:23][N:24]([CH3:25])[CH2:26][CH2:27][CH2:28][N:29]=[C:30]=[N:31][CH2:32][CH3:33].[CH3:63][N:64]([CH3:65])[CH:66]=[O:67].[CH:54]([N:55]([CH2:56][CH3:57])[CH:58]([CH3:59])[CH3:60])([CH3:61])[CH3:62].[ClH:22].[F:34][C:35]([O:36][c:37]1[cH:38][cH:39][c:40]([CH:43]2[NH:44][CH2:45][CH2:46][c:47]3[c:48]2[cH:49][cH:50][s:51]3)[cH:41][cH:42]1)([F:52])[F:53].[OH2:68].[OH:12][n:13]1[c:14]2[cH:15][cH:16][cH:17][cH:18][c:19]2[n:20][n:21]1>>[CH3:1][O:2][c:3]1[cH:4][cH:5][c:6]([C:9](=[O:11])[N:44]2[CH:43]([c:40]3[cH:39][cH:38][c:37]([O:36][C:35]([F:34])([F:52])[F:53])[cH:42][cH:41]3)[c:48]3[c:47]([s:51][cH:50][cH:49]3)[CH2:46][CH2:45]2)[cH:7][cH:8]1.